This data is from the Open Reaction Database (ORD), a public repository of structured organic reaction records. The task is: describe an organic reaction: reactants, conditions, products, and yield Reaction SMILES: [F:1][C:2]1[CH:3]=C[C:5]([N:8]2[C:16]3[CH:15]=[CH:14][N:13]=[CH:12][C:11]=3[N:10]=[CH:9]2)=[N:6][CH:7]=1.BrC1C=CC(F)=C[N:19]=1>>[F:1][C:2]1[CH:7]=[N:6][C:5]([N:8]2[C:16]3[CH:15]=[CH:14][N:13]=[CH:12][C:11]=3[N:10]=[CH:9]2)=[N:19][CH:3]=1. Reported procedure: Intermediate 6 was prepared in a manner analogous to Intermediate 1, substituting 2-bromo-5-fluoropyrimidine for 2-bromo-5-fluoropyridine. MS (ESI): mass calculated for C10H6FN5, 215.06. m/z found 216.1 [M+H]+. The reactants are FC=1C=CC(=NC1)N1C=NC=2C=NC=CC21 (1-(5-Fluoropyridin-2-yl)-1H-imidazo[4,5-c]pyridine), BrC1=NC=C(C=C1)F (2-bromo-5-fluoropyridine). Product: FC=1C=NC(=NC1)N1C=NC=2C=NC=CC21 (1-(5-Fluoropyrimidin-2-yl)-1H-imidazo[4,5-c]pyridine).